This data is from the Open Reaction Database (ORD), a public repository of structured organic reaction records. The task is: describe an organic reaction: reactants, conditions, products, and yield Reactants: C1(=CC=CC=C1)C (toluene), C1(C=2C(C(=O)O1)=CC=CC2)=O (phthalic anhydride), N1=CC=CC=C1 (pyridine). The product is O1C2=C(CC1)C=CC=C2CC#N (2,3-dihydrobenzo[b]furan-7-ylacetonitrile). Reaction SMILES: C1(C)C=CC=CC=1.[C:8]1(=O)[O:13][C:11](=O)[C:10]2=[CH:14][CH:15]=[CH:16][CH:17]=[C:9]12.[N:19]1C=CC=[CH:21][CH:20]=1>>[O:13]1[CH2:11][CH2:10][C:14]2[CH:15]=[CH:16][CH:17]=[C:9]([CH2:21][C:20]#[N:19])[C:8]1=2. Procedure details: A mixture of the oil, toluene (60 ml), pyridine (2.2 ml) and phthalic anhydride (4 g) was heated at 90°-95° C. for 4 hours. The resulting solution was cooled, washed with 10% aqueous potassium carbonate solution, then with dilute hydrochloric acid. The solution was then dried over sodium sulphate and the solvent removed in vacuo to yield an oil. The oil was distilled, (b.p. 120° C./1 mbar) to give 2,3-dihydrobenzo[b]furan-7-ylacetonitrile which rapidly solidified (16.97 g).